Dataset: the Open Reaction Database (ORD), a public repository of structured organic reaction records. Task: describe an organic reaction: reactants, conditions, products, and yield Reactants: NC=1N=CC(=NC1C1=CC(=C(C=C1)C(N[C@H](CO)C1=CC(=CC(=C1)F)Br)=O)F)C(=O)OCC ((S)-ethyl 5-amino-6-(4-((1-(3-bromo-5-fluorophenyl)-2-hydroxyethyl)carbamoyl)-3-fluorophenyl)pyrazine-2-carboxylate), O[Li].O (LiOH.H2O). The solvent is CO (MeOH), C1CCOC1 (THF), O (Water). Reaction conditions: time 3 hour. Product: NC=1N=CC(=NC1C1=CC(=C(C=C1)C(N[C@H](CO)C1=CC(=CC(=C1)F)Br)=O)F)C(=O)O ((S)-5-amino-6-(4-((1-(3-bromo-5-fluorophenyl)-2-hydroxyethyl)carbamoyl)-3-fluorophenyl)pyrazine-2-carboxylic acid). The yield is 100.0%. Reaction SMILES: [NH2:1][C:2]1[N:3]=[CH:4][C:5]([C:29]([O:31]CC)=[O:30])=[N:6][C:7]=1[C:8]1[CH:13]=[CH:12][C:11]([C:14](=[O:27])[NH:15][C@@H:16]([C:19]2[CH:24]=[C:23]([F:25])[CH:22]=[C:21]([Br:26])[CH:20]=2)[CH2:17][OH:18])=[C:10]([F:28])[CH:9]=1.O[Li].O>CO.C1COCC1.O>[NH2:1][C:2]1[N:3]=[CH:4][C:5]([C:29]([OH:31])=[O:30])=[N:6][C:7]=1[C:8]1[CH:13]=[CH:12][C:11]([C:14](=[O:27])[NH:15][C@@H:16]([C:19]2[CH:24]=[C:23]([F:25])[CH:22]=[C:21]([Br:26])[CH:20]=2)[CH2:17][OH:18])=[C:10]([F:28])[CH:9]=1 |f:1.2|. Procedure details: A mixture of (S)-ethyl 5-amino-6-(4-((1-(3-bromo-5-fluorophenyl)-2-hydroxyethyl)carbamoyl)-3-fluorophenyl)pyrazine-2-carboxylate (220 mg, 0.422 mmol) and LiOH.H2O (142 mg, 3.38 mmol) in MeOH (2 ml), THF (2 mL) and Water (2 mL) was stirred for 3 hours at RT. The mixture was concentrated, to the residue was added 2 ml of water, 3N HCl was then added under stirring until the final pH was about 4. The resultant mixture was then concentrated and further dried to afford the crude product was a light y... Reactants: CCOC(=O)C (EtOAc), COC(C(CC=1SC(=CC1)C(CCC=1N=C(OC1C)C1=CC=CC=C1)=O)(OC1=CC=CC=C1)C)=O (2-methyl-3-{5-[3-(5-methyl-2-phenyl-oxazol-4-yl)-propionyl]-thiophen-2-yl}-2-phenoxy-propionic acid methyl ester), [BH4-].[Na+] (Sodium borohydride), CO (MeOH). Run in CCCCCC (hexane), C1CCOC1 (THF). Run at time 45 minute. The product is COC(C(CC=1SC(=CC1)C(CCC=1N=C(OC1C)C1=CC=CC=C1)O)(OC1=CC=CC=C1)C)=O ((5-[1-Hydroxy-3-(5-methyl-2-phenyl-oxazol-4-yl)-propyl]-thiophen-2-yl}-2-methyl-2-phenoxy-propionic acid methyl ester). Yield: 64.8%. RXN SMILES: [CH3:1][O:2][C:3](=[O:35])[C:4]([CH3:34])([O:27][C:28]1[CH:33]=[CH:32][CH:31]=[CH:30][CH:29]=1)[CH2:5][C:6]1[S:7][C:8]([C:11](=[O:26])[CH2:12][CH2:13][C:14]2[N:15]=[C:16]([C:20]3[CH:25]=[CH:24][CH:23]=[CH:22][CH:21]=3)[O:17][C:18]=2[CH3:19])=[CH:9][CH:10]=1.CO.[BH4-].[Na+].CCOC(C)=O>C1COCC1.CCCCCC>[CH3:1][O:2][C:3](=[O:35])[C:4]([CH3:34])([O:27][C:28]1[CH:33]=[CH:32][CH:31]=[CH:30][CH:29]=1)[CH2:5][C:6]1[S:7][C:8]([CH:11]([OH:26])[CH2:12][CH2:13][C:14]2[N:15]=[C:16]([C:20]3[CH:21]=[CH:22][CH:23]=[CH:24][CH:25]=3)[O:17][C:18]=2[CH3:19])=[CH:9][CH:10]=1 |f:2.3|. Procedure details: A sample of 2-methyl-3-{5-[3-(5-methyl-2-phenyl-oxazol-4-yl)-propionyl]-thiophen-2-yl}-2-phenoxy-propionic acid methyl ester (1.00 g, 2.04 mmol) was dissolved in THF (40 mL) and MeOH (20 mL) and cooled to 0° C. Sodium borohydride (115 mg, 3.06 mmol) was added and allowed to stir at. 0° C. for 45 min. The reaction was monitored by HPLC. Upon the completion of the reaction, the bulk of the solvent was removed in vacuo and water (40 mL) was added. The mixture was acidified with 6 N HCl (20 mL) and ... Starting materials: OC1=C(C(=NC2=C(C=CC=C12)C(F)(F)F)[C@H](CC1=CNC2=CC=CC=C12)NC(OC(C)(C)C)=O)C(=O)NC=1SC=CN1 (1,1-dimethylethyl N-[(S) 1-[4-hydroxy-3-[(2-thiazolylamino)-carbonyl]-8-(trifluoromethyl)-quinolin-2-yl]-2-(1H-indol-3-yl)-ethyl]-carbamate), FC(C(=O)O)(F)F (trifluoroacetic acid). Solvent: C(Cl)Cl (methylene chloride). Run at time 3 hour. Yields the product N[C@@H](CC1=CNC2=CC=CC=C12)C1=NC2=C(C=CC=C2C(=C1C(=O)NC=1SC=CN1)O)C(F)(F)F (2-[(S) 1-amino-2-(1H-indol-3-yl)-ethyl]-4-hydroxy-N-(2-thiazolyl)-8-trifluoromethyl-3-quinoline carboxamide). Isolated yield 116.6%. Reaction SMILES: [OH:1][C:2]1[C:11]2[C:6](=[C:7]([C:12]([F:15])([F:14])[F:13])[CH:8]=[CH:9][CH:10]=2)[N:5]=[C:4]([C@@H:16]([NH:27]C(=O)OC(C)(C)C)[CH2:17][C:18]2[C:26]3[C:21](=[CH:22][CH:23]=[CH:24][CH:25]=3)[NH:20][CH:19]=2)[C:3]=1[C:35]([NH:37][C:38]1[S:39][CH:40]=[CH:41][N:42]=1)=[O:36].FC(F)(F)C(O)=O>C(Cl)Cl>[NH2:27][C@H:16]([C:4]1[C:3]([C:35]([NH:37][C:38]2[S:39][CH:40]=[CH:41][N:42]=2)=[O:36])=[C:2]([OH:1])[C:11]2[C:6](=[C:7]([C:12]([F:13])([F:15])[F:14])[CH:8]=[CH:9][CH:10]=2)[N:5]=1)[CH2:17][C:18]1[C:26]2[C:21](=[CH:22][CH:23]=[CH:24][CH:25]=2)[NH:20][CH:19]=1. Reported procedure: A mixture of 16.9 g of product of Example 11, 170 ml of methylene chloride and 85 ml of trifluoroacetic acid was stirred for 3 hours at ambient temperature and the solvents were eliminated under reduced pressure. The crude oil residue was crystallized from ether and after filtering, rinsing and drying under reduced pressure at 50° C., 16.4 g of 2-[(S) 1-amino-2-(1H-indol-3-yl)-ethyl]-4-hydroxy-N-(2-thiazolyl)-8-trifluoromethyl-3-quinoline carboxamide were obtained in the form of trifluoroacetate... The reactants are C1=C(C(=C(C(=C1Cl)Cl)CC=2C(=C(C=C(C2Cl)Cl)Cl)O)O)Cl (hexachlorophene), CN1C(CCC1)=O (N-methyl-2-pyrrolidone). Reaction conditions: time 15 minute. The solvent is CCCCCC.C1(=CC=CC=C1)C (hexane toluene). Procedure details: A slurry is prepared from 10.2 grams (0.25 mol) of hexachlorophene and 24.8 grams (0.25 mol) of N-methyl-2-pyrrolidone and intimately mixed in a glass reactor. An exotherm of 8° C. is evidenced and a solid product is formed which is the N-methyl-2-pyrrolidone hexachlorophene complex. The slurry is melted at about 120° C. and then stirred for 15 minutes. On cooling, a crystalline solid is obtained. The crystals are dissolved in hexane-toluene (50/50) solvent and separated by decantation and evapo... The product is CN1C(CCC1)=O.C1=C(C(=C(C(=C1Cl)Cl)CC=2C(=C(C=C(C2Cl)Cl)Cl)O)O)Cl (METHYL-2-PYRROLIDONE HEXACHLOROPHENE). RXN SMILES: [CH:1]1[C:6]([Cl:7])=[C:5]([Cl:8])[C:4]([CH2:9][C:10]2[C:11]([OH:19])=[C:12]([Cl:18])[CH:13]=[C:14]([Cl:17])[C:15]=2[Cl:16])=[C:3]([OH:20])[C:2]=1[Cl:21].[CH3:22][N:23]1[CH2:27][CH2:26][CH2:25][C:24]1=[O:28]>CCCCCC.C1(C)C=CC=CC=1>[CH3:22][N:23]1[CH2:27][CH2:26][CH2:25][C:24]1=[O:28].[CH:13]1[C:14]([Cl:17])=[C:15]([Cl:16])[C:10]([CH2:9][C:4]2[C:3]([OH:20])=[C:2]([Cl:21])[CH:1]=[C:6]([Cl:7])[C:5]=2[Cl:8])=[C:11]([OH:19])[C:12]=1[Cl:18] |f:2.3,4.5|. Reactants: COC(\C=C\C=1C=C2C(CC3(CCN(CC3)C(=O)OC(C)(C)C)OC2=CC1)=O)=O ((E)-3-{1′-tert-butoxycarbonyl-4-oxo-spiro[chromane-2,4′-piperidine]-6-yl}-acrylic acid methyl ester), COC(\C=C\C=1C=C2C(CC3(CCN(CC3)C(=O)OC(C)(C)C)OC2=CC1)=O)=O ((E)-3-{1′-tert-butoxycarbonyl-4-oxo-spiro[chromane-2,4′-piperidine]-6-yl}-acrylic acid methyl ester), C(=O)([O-])[O-].[K+].[K+] (K2CO3), C(C)(C)I (isopropyl iodide). Solvent: C(C)#N (acetonitrile). Run at temperature 75 celsius. Yields the product C(C)(C)N1CCC2(CC1)OC1=CC=C(C=C1C(C2)=O)/C=C/C(=O)O ((E)-3-{1′-isopropyl-4-oxo-spiro[chromane-2,4′-piperidine]-6-yl}-acrylic acid). The yield is 97.4%. Reaction SMILES: C[O:2][C:3](=[O:29])/[CH:4]=[CH:5]/[C:6]1[CH:7]=[C:8]2[C:25](=[CH:26][CH:27]=1)[O:24][C:11]1([CH2:16][CH2:15][N:14](C(OC(C)(C)C)=O)[CH2:13][CH2:12]1)[CH2:10][C:9]2=[O:28].C([O-])([O-])=O.[K+].[K+].[CH:36](I)([CH3:38])[CH3:37]>C(#N)C>[CH:36]([N:14]1[CH2:15][CH2:16][C:11]2([CH2:10][C:9](=[O:28])[C:8]3[C:25](=[CH:26][CH:27]=[C:6](/[CH:5]=[CH:4]/[C:3]([OH:2])=[O:29])[CH:7]=3)[O:24]2)[CH2:12][CH2:13]1)([CH3:38])[CH3:37] |f:1.2.3|. Procedure details: (E)-3-{4-Oxo-spiro[chromane-2,4′-piperidine]-6-yl}-acrylic acid methyl ester (500 mg, 1.48 mmol, Intermediate 1, hydrochloride salt) was suspended in acetonitrile (65 ml). K2CO3 (818 mg, 5.92 mmol) and isopropyl iodide (523 mg, 3.07 mmol) were subsequently added and the mixture was heated at 75° C. for 14 h. The solvent was evaporated and the residue was diluted with water and extracted with ethyl acetate. The combined organic phases were dried, evaporated, and the crude oily residue (575 mg) wa... Starting materials: N(CCO)CCO (diethanolamine), BrC1=CC=C(CBr)C=C1 (4-bromobenzyl bromide). Product: BrC1=CC=C(CN(CCO)CCO)C=C1 (2-[(4-Bromobenzyl)-(2-hydroxy-ethyl)-amino]-ethanol). As a reaction SMILES: [NH:1]([CH2:5][CH2:6][OH:7])[CH2:2][CH2:3][OH:4].[Br:8][C:9]1[CH:16]=[CH:15][C:12]([CH2:13]Br)=[CH:11][CH:10]=1>>[Br:8][C:9]1[CH:16]=[CH:15][C:12]([CH2:13][N:1]([CH2:5][CH2:6][OH:7])[CH2:2][CH2:3][OH:4])=[CH:11][CH:10]=1. Procedure details: 2-[(4-Bromobenzyl)-(2-hydroxy-ethyl)-amino]-ethanol was prepared according to the general method as outlined in example 83. Starting from diethanolamine (22.5 g, 150 mmol). and 4-bromobenzyl bromide (25 g, 100 mmol). Yield 33.66 g, (99%); yellow oil; MS: 273.8 (M+H)+. Reactants: Cc1cccc(C)c1NC(=O)CN1CCN(CC(O)CNC(=O)OCc2ccccc2)CC1, CO. Product: Cc1cccc(C)c1NC(=O)CN1CCN(CC(O)CN)CC1. Reaction SMILES: [CH3:1][c:2]1[c:3]([NH:9][C:10]([CH2:11][N:12]2[CH2:13][CH2:14][N:15]([CH2:18][CH:19]([CH2:20][NH:21][C:22]([O:23][CH2:24][c:25]3[cH:26][cH:27][cH:28][cH:29][cH:30]3)=[O:31])[OH:32])[CH2:16][CH2:17]2)=[O:33])[c:4]([CH3:8])[cH:5][cH:6][cH:7]1.[CH3:34][OH:35]>>[CH3:1][c:2]1[c:3]([NH:9][C:10]([CH2:11][N:12]2[CH2:13][CH2:14][N:15]([CH2:18][CH:19]([CH2:20][NH2:21])[OH:32])[CH2:16][CH2:17]2)=[O:33])[c:4]([CH3:8])[cH:5][cH:6][cH:7]1. The reactants are NCC1=CC=C(C(=O)O)C=C1 (p-aminomethylbenzoic acid). Reagents/catalysts: [Ru] (ruthenium). The solvent is [OH-].[Na+] (sodium hydroxide). The product is NC[C@@H]1CC[C@H](CC1)C(=O)O (trans-4-aminomethylcyclohexane-1-carboxylic acid). As a reaction SMILES: [NH2:1][CH2:2][C:3]1[CH:11]=[CH:10][C:6]([C:7]([OH:9])=[O:8])=[CH:5][CH:4]=1>[OH-].[Na+].[Ru]>[NH2:1][CH2:2][C@H:3]1[CH2:4][CH2:5][C@H:6]([C:7]([OH:9])=[O:8])[CH2:10][CH2:11]1 |f:1.2|. Procedure: 30 g of p-aminomethylbenzoic acid, 3 g of 5% ruthenium supported on activated carbon and 100 ml of an aqueous sodium hydroxide solution as a solvent under the conditions shown in Table 4 below were charged in an autoclave and then reacted at a temperature of 80° C, 100° C, and 150° C, respectively, under an initial hydrogen pressure of 150 kg/cm2 to obtain trans-4-aminomethylcyclohexane-1-carboxylic acid in each case. The reaction product thus obtained was in the form of the sodium salt and was ...